Dataset: the Open Reaction Database (ORD), a public repository of structured organic reaction records. Task: describe an organic reaction: reactants, conditions, products, and yield Reactants: C(C)(C)(C)OC(=O)N1CCNCC1 (1-(tert-butoxycarbonyl)piperazine), C(C1=CC=CC=C1)OC(=O)N1CCC(C(=O)O)CC1 (N-benzyloxycarbonyl isonipecotic acid), C(=O)(N1C=NC=C1)N1C=NC=C1 (carbonyldiimidazole). Solvent: O1CCCC1 (tetrahydrofuran), O1CCCC1 (tetrahydrofuran), O1CCCC1 (tetrahydrofuran), ClCCl (dichloromethane). Conditions: time 2 hour. The product is C(C)(C)(C)OC(=O)N1CCN(CC1)C(=O)C1CCN(CC1)C(=O)OCC1=CC=CC=C1 (1-(tert-butoxycarbonyl)-4-[1-(benzyloxycarbonyl)4-piperidylcarbonyl]piperazine). Isolated yield 89.3%. As a reaction SMILES: [CH2:1]([O:8][C:9]([N:11]1[CH2:19][CH2:18][CH:14]([C:15]([OH:17])=O)[CH2:13][CH2:12]1)=[O:10])[C:2]1[CH:7]=[CH:6][CH:5]=[CH:4][CH:3]=1.C(N1C=CN=C1)(N1C=CN=C1)=O.[C:32]([O:36][C:37]([N:39]1[CH2:44][CH2:43][NH:42][CH2:41][CH2:40]1)=[O:38])([CH3:35])([CH3:34])[CH3:33]>O1CCCC1.ClCCl>[C:32]([O:36][C:37]([N:39]1[CH2:44][CH2:43][N:42]([C:15]([CH:14]2[CH2:13][CH2:12][N:11]([C:9]([O:8][CH2:1][C:2]3[CH:3]=[CH:4][CH:5]=[CH:6][CH:7]=3)=[O:10])[CH2:19][CH2:18]2)=[O:17])[CH2:41][CH2:40]1)=[O:38])([CH3:35])([CH3:33])[CH3:34]. Procedure: To a solution of N-benzyloxycarbonyl isonipecotic acid (123.64 g) in tetrahydrofuran (300 ml) at 0° C. was added a solution of carbonyldiimidazole (68.80 g) in tetrahydrofuran (500 ml) and dichloromethane (300 ml). The resulting solution was stirred at ambient temperature for 2 hours. This solution was cooled to 0° C. and a solution of 1-(tert-butoxycarbonyl)piperazine (87.02 g) in tetrahydrofuran (200 ml) added dropwise over 20 minutes. The suspension obtained was stirred at ambient temperature... The reactants are BrC1=NN(C2=CC(=CC=C12)[N+](=O)[O-])CCN1CCCC1 (3-bromo-6-nitro-1-(2-pyrrolidin-1-yl-ethyl)-1H-indazole), [Cl-].[NH4+] (ammonium chloride). The reagents and catalysts are [Fe] (iron). The solvent is C(C)O (ethanol). Run at time 15 minute. Product: BrC1=NN(C2=CC(=CC=C12)N)CCN1CCCC1 (3-bromo-1-(2-pyrrolidin-1-yl-ethyl)-1H-indazol-6-ylamine). The yield is 93.4%. RXN SMILES: [Br:1][C:2]1[C:10]2[C:5](=[CH:6][C:7]([N+:11]([O-])=O)=[CH:8][CH:9]=2)[N:4]([CH2:14][CH2:15][N:16]2[CH2:20][CH2:19][CH2:18][CH2:17]2)[N:3]=1.[Cl-].[NH4+]>C(O)C.[Fe]>[Br:1][C:2]1[C:10]2[C:5](=[CH:6][C:7]([NH2:11])=[CH:8][CH:9]=2)[N:4]([CH2:14][CH2:15][N:16]2[CH2:17][CH2:18][CH2:19][CH2:20]2)[N:3]=1 |f:1.2|. Reported procedure: A mixture of 3-bromo-6-nitro-1-(2-pyrrolidin-1-yl-ethyl)-1H-indazole (0.90 g, 2.7 mmol), iron powder (1.5 g, 26 mmol), and ammonium chloride (73 mg, 1.3 mmol) in 80% ethanol was heated to reflux for 3 hours, cooled to room temperature and concentrated under reduced pressure. The residue was taken up and stirred in triethylamine/ethyl acetate (1/4, 20 mL) for about 15 minutes, filtered through a plug of silica gel, which was rinsed with triethylamine/ethyl acetate (1/4), and the filtrate concentr... Reactants: CCCc1oc(-c2ccccc2)nc1CCOCc1ccccc1, C1CCOC1. The product is CCCc1oc(-c2ccccc2)nc1CCO. Reaction SMILES: [CH2:1]([c:2]1[cH:3][cH:4][cH:5][cH:6][cH:7]1)[O:8][CH2:9][CH2:10][c:11]1[n:12][c:13](-[c:19]2[cH:20][cH:21][cH:22][cH:23][cH:24]2)[o:14][c:15]1[CH2:16][CH2:17][CH3:18].[CH2:25]1[O:26][CH2:27][CH2:28][CH2:29]1>>[OH:8][CH2:9][CH2:10][c:11]1[n:12][c:13](-[c:19]2[cH:20][cH:21][cH:22][cH:23][cH:24]2)[o:14][c:15]1[CH2:16][CH2:17][CH3:18]. Starting materials: ice, C(C(Cl)Cl)(O)Cl (trichloroethanol), N1=CC=CC=C1 (pyridine), ClC(=O)SCl (chlorocarbonylsulfenyl chloride), C(Cl)Cl (methlene chloride). Conditions: time 1.5 hour. Product: ClC(COC(=O)SCl)(Cl)Cl (β,β,β-Trichloroethoxycarbonylsulfenyl Chloride). As a reaction SMILES: [CH:1](Cl)([OH:5])[CH:2]([Cl:4])[Cl:3].N1C=CC=CC=1.Cl[C:14]([S:16][Cl:17])=[O:15].C(Cl)[Cl:19]>>[Cl:3][C:2]([Cl:19])([Cl:4])[CH2:1][O:5][C:14]([S:16][Cl:17])=[O:15]. Reported procedure: To an ice cold vigorously stirred (mechanical stirrer) solution of trichloroethanol (50.0 ml, 0.52 mol) and pyridine (42.0 ml, 0.52 mol) in 300 ml of methlene chloride, chlorocarbonylsulfenyl chloride (43.5 ml, 0.52 mol) was added dropwise over 30 min. After the addition the solution was stirred at 0° for 1.5 hr. The ice bath was removed and the stirring continued for 1.5 hr. The mixture (solid formed) was washed with ice- H2O and ice cold sat. NaCl. The organic layer was dried (MgSO4) and the s...